This data is from the Open Reaction Database (ORD), a public repository of structured organic reaction records. The task is: describe an organic reaction: reactants, conditions, products, and yield Starting materials: C1(CCCCC1)P(C1=C(C=CC=C1)C1=C(C=C(C=C1C(C)C)C(C)C)C(C)C)C1CCCCC1 (dicyclohexyl(2′,4′,6′-triisopropylbiphenyl-2-yl)phosphine), O1CCN(CC1)C1=NC=C(C=C1N)N1CCOCC1 (2,5-dimorpholinopyridin-3-amine), ClC1=C(C(=NC2=CC(=CC(=C12)F)F)C1=CC(=NC=C1)N1CCNCC1)C (4-chloro-5,7-difluoro-3-methyl-2-(2-(piperazin-1-yl)pyridin-4-yl)quinoline), CC(C)([O-])C.[Na+] (sodium tert-butoxide). The reagents and catalysts are C=1C=CC(=CC1)/C=C/C(=O)/C=C/C2=CC=CC=C2.C=1C=CC(=CC1)/C=C/C(=O)/C=C/C2=CC=CC=C2.C=1C=CC(=CC1)/C=C/C(=O)/C=C/C2=CC=CC=C2.[Pd].[Pd] (Pd2dba3). Run in C1(=CC=CC=C1)C (toluene). The product is O1CCN(CC1)C1=NC=C(C=C1NC1=C(C(=NC2=CC(=CC(=C12)F)F)C1=CC(=NC=C1)N1CCNCC1)C)N1CCOCC1 (N-(2,5-dimorpholinopyridin-3-yl)-5,7-difluoro-3-methyl-2-(2-(piperazin-1-yl)pyridin-4-yl)quinolin-4-amine). As a reaction SMILES: C1(P(C2CCCCC2)C2C=CC=CC=2C2C(C(C)C)=CC(C(C)C)=CC=2C(C)C)CCCCC1.[O:35]1[CH2:40][CH2:39][N:38]([C:41]2[C:46]([NH2:47])=[CH:45][C:44]([N:48]3[CH2:53][CH2:52][O:51][CH2:50][CH2:49]3)=[CH:43][N:42]=2)[CH2:37][CH2:36]1.Cl[C:55]1[C:64]2[C:59](=[CH:60][C:61]([F:66])=[CH:62][C:63]=2[F:65])[N:58]=[C:57]([C:67]2[CH:72]=[CH:71][N:70]=[C:69]([N:73]3[CH2:78][CH2:77][NH:76][CH2:75][CH2:74]3)[CH:68]=2)[C:56]=1[CH3:79].CC(C)([O-])C.[Na+]>C1(C)C=CC=CC=1.C1C=CC(/C=C/C(/C=C/C2C=CC=CC=2)=O)=CC=1.C1C=CC(/C=C/C(/C=C/C2C=CC=CC=2)=O)=CC=1.C1C=CC(/C=C/C(/C=C/C2C=CC=CC=2)=O)=CC=1.[Pd].[Pd]>[O:35]1[CH2:40][CH2:39][N:38]([C:41]2[C:46]([NH:47][C:55]3[C:64]4[C:59](=[CH:60][C:61]([F:66])=[CH:62][C:63]=4[F:65])[N:58]=[C:57]([C:67]4[CH:72]=[CH:71][N:70]=[C:69]([N:73]5[CH2:78][CH2:77][NH:76][CH2:75][CH2:74]5)[CH:68]=4)[C:56]=3[CH3:79])=[CH:45][C:44]([N:48]3[CH2:49][CH2:50][O:51][CH2:52][CH2:53]3)=[CH:43][N:42]=2)[CH2:37][CH2:36]1 |f:3.4,6.7.8.9.10|. Procedure details: The Buchwald coupled product was prepared according to Procedure S using of dicyclohexyl(2′,4′,6′-triisopropylbiphenyl-2-yl)phosphine (0.020 g, 0.043 mmol), 2,5-dimorpholinopyridin-3-amine (0.085 g, 0.32 mmol), 4-chloro-5,7-difluoro-3-methyl-2-(2-(piperazin-1-yl)pyridin-4-yl)quinoline (0.1 g, 0.27 mmol) and Pd2dba3 (0.010 g, 0.011 mmol) and sodium tert-butoxide (0.064 g, 0.67 mmol) in toluene (2.7 mL) at 100° C. for 2 h. The crude product was purified by column chromatography on silica gel (0 to... Reactants: C(C)(=O)[O-].[Na+] (Sodium acetate), Cl.NO (hydroxylamine hydrochloride), FC=1C=C(C=CC1N1CCC(CC1)=O)N1C(O[C@H](C1)CNC(C)=O)=O ((S)-N-{3-[3-fluoro-4-(4-oxo-piperidin-1-yl)-phenyl]-2-oxo-oxazolidin-5-ylmethyl}-acetamide). Reaction conditions: time 2 day. Reported procedure: Sodium acetate (517 mg) and hydroxylamine hydrochloride (219 mg) are successively added to a methanol-methylene chloride solution (10--10 ml) of 1.00 g of the product of Step 2, and the mixture is stirred at room temperature for 2 days. The solvent is evaporated and the residue is dissolved in methanol, followed by addition of a silica gel (8 g). Methanol is evaporated and the residue is purified by silica gel column chromatography (solvent: chloroform/methanol=50/1-25/1) to afford the title com... Product: FC=1C=C(C=CC1N1CCC(CC1)=NO)N1C(O[C@H](C1)CNC(C)=O)=O ((S)-N-{3-[3-fluoro-4-(4-hydroxyimino-piperidin-1-yl)-phenyl]-2-oxo oxazolidin-5-ylmethyl}-acetamide). Run in CO.C(Cl)Cl (methanol methylene chloride). As a reaction SMILES: C([O-])(=O)C.[Na+].Cl.[NH2:7][OH:8].[F:9][C:10]1[CH:11]=[C:12]([N:23]2[CH2:27][C@H:26]([CH2:28][NH:29][C:30](=[O:32])[CH3:31])[O:25][C:24]2=[O:33])[CH:13]=[CH:14][C:15]=1[N:16]1[CH2:21][CH2:20][C:19](=O)[CH2:18][CH2:17]1>CO.C(Cl)Cl>[F:9][C:10]1[CH:11]=[C:12]([N:23]2[CH2:27][C@H:26]([CH2:28][NH:29][C:30](=[O:32])[CH3:31])[O:25][C:24]2=[O:33])[CH:13]=[CH:14][C:15]=1[N:16]1[CH2:21][CH2:20][C:19](=[N:7][OH:8])[CH2:18][CH2:17]1 |f:0.1,2.3,5.6|. Reported procedure: Prepared from 4-chloro-5-methyl-6-(4-methylphenyl)pyrimidine and ethyl {4-[(butylamino)methyl]-2-methylphenoxy}acetate using the procedure of Intermediate 67. Reaction SMILES: Cl[C:2]1[C:7]([CH3:8])=[C:6]([C:9]2[CH:14]=[CH:13][C:12]([CH3:15])=[CH:11][CH:10]=2)[N:5]=[CH:4][N:3]=1.[CH2:16]([NH:20][CH2:21][C:22]1[CH:34]=[CH:33][C:25]([O:26][CH2:27][C:28]([O:30][CH2:31][CH3:32])=[O:29])=[C:24]([CH3:35])[CH:23]=1)[CH2:17][CH2:18][CH3:19].C(N(CC1C=CC(OCC(OCC)=O)=C(C)C=1)C1C(C)=C(C2C=CC(OC)=CC=2)N=CN=1)CCC>>[CH2:16]([N:20]([CH2:21][C:22]1[CH:34]=[CH:33][C:25]([O:26][CH2:27][C:28]([O:30][CH2:31][CH3:32])=[O:29])=[C:24]([CH3:35])[CH:23]=1)[C:2]1[C:7]([CH3:8])=[C:6]([C:9]2[CH:14]=[CH:13][C:12]([CH3:15])=[CH:11][CH:10]=2)[N:5]=[CH:4][N:3]=1)[CH2:17][CH2:18][CH3:19]. Starting materials: ClC1=NC=NC(=C1C)C1=CC=C(C=C1)C (4-chloro-5-methyl-6-(4-methylphenyl)pyrimidine), C(CCC)NCC1=CC(=C(OCC(=O)OCC)C=C1)C (ethyl {4-[(butylamino)methyl]-2-methylphenoxy}acetate), C(CCC)N(C1=NC=NC(=C1C)C1=CC=C(C=C1)OC)CC1=CC(=C(OCC(=O)OCC)C=C1)C (Ethyl [4-({butyl[6-(4-methoxyphenyl)-5-methylpyrimidin-4-yl]amino}methyl)-2-methylphenoxy]acetate). Yields the product C(CCC)N(C1=NC=NC(=C1C)C1=CC=C(C=C1)C)CC1=CC(=C(OCC(=O)OCC)C=C1)C (Ethyl [4-({butyl[5-methyl-6-(4-methylphenyl)pyrimidin-4-yl]amino}methyl)-2-methylphenoxy]acetate). The reactants are [H-].[Al+3].[Li+].[H-].[H-].[H-] (lithium aluminum hydride), ice, COC=1C=C(C=C(C1OCC(F)(F)F)OC)C1=NC=C(C=C1)NC(=O)CCN(CCC(NC=1C=CC(=NC1)C1=CC(=C(C(=C1)OC)OCC(F)(F)F)OC)=O)C (N,N-bis[2-[N-[2-[3,5-dimethoxy-4-(2,2,2-trifluoroethoxy)phenyl]-5-pyridyl]carbamoyl]ethyl]methylamine), CO (Methanol), ice. Solvent: O1CCCC1 (tetrahydrofuran). Reaction conditions: temperature 65 celsius, time 1 hour. The product is COC=1C=C(C=C(C1OCC(F)(F)F)OC)C1=NC=C(C=C1)NCCCN(CCCNC=1C=CC(=NC1)C1=CC(=C(C(=C1)OC)OCC(F)(F)F)OC)C (N,N-bis[N-[2-[3,5-dimethoxy-4-(2,2,2-trifluoroethoxy)phenyl]-5-pyridyl]-3′-aminopropyl]methylamine). Isolated yield 0.1%. As a reaction SMILES: [H-].[Al+3].[Li+].[H-].[H-].[H-].[CH3:7][O:8][C:9]1[CH:10]=[C:11]([C:23]2[CH:28]=[CH:27][C:26]([NH:29][C:30]([CH2:32][CH2:33][N:34]([CH3:62])[CH2:35][CH2:36][C:37](=O)[NH:38][C:39]3[CH:40]=[CH:41][C:42]([C:45]4[CH:50]=[C:49]([O:51][CH3:52])[C:48]([O:53][CH2:54][C:55]([F:58])([F:57])[F:56])=[C:47]([O:59][CH3:60])[CH:46]=4)=[N:43][CH:44]=3)=O)=[CH:25][N:24]=2)[CH:12]=[C:13]([O:21][CH3:22])[C:14]=1[O:15][CH2:16][C:17]([F:20])([F:19])[F:18].CO>O1CCCC1>[CH3:52][O:51][C:49]1[CH:50]=[C:45]([C:42]2[CH:41]=[CH:40][C:39]([NH:38][CH2:37][CH2:36][CH2:35][N:34]([CH3:62])[CH2:33][CH2:32][CH2:30][NH:29][C:26]3[CH:27]=[CH:28][C:23]([C:11]4[CH:12]=[C:13]([O:21][CH3:22])[C:14]([O:15][CH2:16][C:17]([F:18])([F:19])[F:20])=[C:9]([O:8][CH3:7])[CH:10]=4)=[N:24][CH:25]=3)=[CH:44][N:43]=2)[CH:46]=[C:47]([O:59][CH3:60])[C:48]=1[O:53][CH2:54][C:55]([F:56])([F:57])[F:58] |f:0.1.2.3.4.5|. Procedure: Under nitrogen, lithium aluminum hydride (4.28 g, 113 mmol) was added to an ice-cold solution of N,N-bis[2-[N-[2-[3,5-dimethoxy-4-(2,2,2-trifluoroethoxy)phenyl]-5-pyridyl]carbamoyl]ethyl]methylamine (22.50 g, 28.3 mmol) in anhydrous tetrahydrofuran (500 mL). The ice bath was removed, and the reaction mixture was stirred at 65° C. for 1 hour. Methanol (20 mL, 490 mmol) was added to the ice-cold reaction mixture, and the ice bath was removed. Water (20 mL), diethyl ether (2 L), and anhydrous magne... Starting materials: N[C@@H](CC(=O)O)C(=O)O (L-Aspartic acid), N[C@@H](CC(=O)O)C(=O)O (L-aspartic acid), ClC(=O)OCC1=CC=CC=C1 (Benzyl chloroformate), [OH-].[Na+] (sodium hydroxide), [OH-].[Na+] (NaOH). The solvent is O (water). The product is Z-Asp dialkali metal, N([C@@H](CC(O)=O)C(=O)O)C(=O)OCC1=CC=CC=C1 (Z-Asp). Reaction SMILES: [NH2:1][C@H:2]([C:7]([OH:9])=[O:8])[CH2:3][C:4]([OH:6])=[O:5].[OH-].[Na+].Cl[C:13]([O:15][CH2:16][C:17]1[CH:22]=[CH:21][CH:20]=[CH:19][CH:18]=1)=[O:14]>O>[NH:1]([C:13]([O:15][CH2:16][C:17]1[CH:22]=[CH:21][CH:20]=[CH:19][CH:18]=1)=[O:14])[C@H:2]([C:7]([OH:9])=[O:8])[CH2:3][C:4](=[O:6])[OH:5] |f:1.2|. Procedure details: In most cases the Z-Asp dialkali metal salt was prepared in a 1 liter multi-necked flask equipped with a reflux condenser, two dropping funnels, a thermometer, a pH probe and a mechanical stirrer. L-Aspartic acid and water were charged into the flask and a 25% NaOH solution was added with stirring until the L-aspartic acid was fully dissolved. Benzyl chloroformate was added to the reaction mixture with sufficient sodium hydroxide solution to maintain the reaction mixture within the desired pH ra... Starting materials: C(C)C=1NC2=CC=CC(=C2C1)OC (2-Ethyl-4-methoxy-1H-indole), C(C1=CC=CC=C1)Br (benzyl bromide), [H-].[Na+] (NaH). The solvent is CN(C)C=O (DMF), O (water). Reaction conditions: time 1.5 hour. Product: N1C=CC2=CC=CC=C12 (1H-indole), 2-ethyl-4-methoxy-1-phenylmethyl. Yield: 49.0%. RXN SMILES: C([C:3]1[NH:4][C:5]2[C:10]([CH:11]=1)=[C:9](OC)[CH:8]=[CH:7][CH:6]=2)C.[H-].[Na+].C(Br)C1C=CC=CC=1>CN(C=O)C.O>[NH:4]1[C:5]2[C:10](=[CH:9][CH:8]=[CH:7][CH:6]=2)[CH:11]=[CH:3]1 |f:1.2|. Reported procedure: 2-Ethyl-4-methoxy-1H-indole (4.2 g, 24 mmol) was dissolved in 30 mL of DMF and 960 mg (24 mmol) of 60% NaH/minerial oil was added. After 1.5 hours, 2.9 mL(24 mmol) of benzyl bromide was added. After 4 hours, the mixure was diluted with water and extracted twice with ethyl acetate. The combined ethyl acetate was washed with brine, dried (MgSO4) and concentrated at reduced pressure. The residue was chromatographed on silica gel and eluted with 20% EtOAc/hexane to give 3.1 g (49% yield) of 2-ethyl-...